From a dataset of the Open Reaction Database (ORD), a public repository of structured organic reaction records. describe an organic reaction: reactants, conditions, products, and yield Reactants: [N+](=O)([O-])[O-].[Ce+4].[NH4+].[N+](=O)([O-])[O-].[N+](=O)([O-])[O-].[N+](=O)([O-])[O-].[N+](=O)([O-])[O-] (ammonium cerium (IV) nitrate), COC1=C(CN2C3=C(N([C@H]4[C@@H](C2=O)CCC4)C(CN4C(C=2C(C4=O)=CC=CC2)=O)=O)C=CC=C3)C(=C(C(=C1C)C)OC)C ((3aR*,10aS*)-9-(2,5-dimethoxy-3,4,6-trimethylbenzyl)-4-(phthalimidoacetyl)-2,3,3a,4,9,10a-hexahydrobenzo[b]cyclopenta[e][1,4]diazepin-10(1H)-one). Run in C(C)#N (acetonitrile), O (water), O (water), C(C)#N (acetonitrile), O (water). The product is C1(C=2C(C(N1CC(=O)N1C3=C(N(C([C@@H]4[C@H]1CCC4)=O)CC=4C(C(=C(C(C4C)=O)C)C)=O)C=CC=C3)=O)=CC=CC2)=O ((3aR*,10aS*)-4-(phthalimidoacetyl)-9-(3,5,6-trimethyl-1,4-benzoquinon-2-ylmethyl)-2,3,3a,4,9,10a-hexahydrobenzo[b]cyclopenta[e][1,4]diazepin-10(1H)-one). The yield is 63.2%. Reaction SMILES: C[O:2][C:3]1[C:38]([CH3:39])=[C:37]([CH3:40])[C:36]([O:41]C)=[C:35]([CH3:43])[C:4]=1[CH2:5][N:6]1[C:12](=[O:13])[C@H:11]2[CH2:14][CH2:15][CH2:16][C@H:10]2[N:9]([C:17](=[O:30])[CH2:18][N:19]2[C:23](=[O:24])[C:22]3=[CH:25][CH:26]=[CH:27][CH:28]=[C:21]3[C:20]2=[O:29])[C:8]2[CH:31]=[CH:32][CH:33]=[CH:34][C:7]1=2.[N+]([O-])([O-])=O.[Ce+4].[NH4+].[N+]([O-])([O-])=O.[N+]([O-])([O-])=O.[N+]([O-])([O-])=O.[N+]([O-])([O-])=O>C(#N)C.O>[C:20]1(=[O:29])[N:19]([CH2:18][C:17]([N:9]2[C@@H:10]3[CH2:16][CH2:15][CH2:14][C@@H:11]3[C:12](=[O:13])[N:6]([CH2:5][C:4]3[C:3](=[O:2])[C:38]([CH3:39])=[C:37]([CH3:40])[C:36](=[O:41])[C:35]=3[CH3:43])[C:7]3[CH:34]=[CH:33][CH:32]=[CH:31][C:8]2=3)=[O:30])[C:23](=[O:24])[C:22]2=[CH:25][CH:26]=[CH:27][CH:28]=[C:21]12 |f:1.2.3.4.5.6.7|. Procedure: In a mixture of acetonitrile (3 mL) and water (2 mL) was suspended (3aR*,10aS*)-9-(2,5-dimethoxy-3,4,6-trimethylbenzyl)-4-(phthalimidoacetyl)-2,3,3a,4,9,10a-hexahydrobenzo[b]cyclopenta[e][1,4]diazepin-10(1H)-one (0.5 g, 0.86 mmol). To the suspension was added, while stirring, a solution of ammonium cerium (IV) nitrate (1.4 g, 2.55 mmol) in a mixture of acetonitrile (2 mL) and water (2 mL). The reaction mixture was stirred for one hour, which was diluted with water, followed by extraction with ch... The reactants are CC(C)NC(=O)N(C)CC(=O)O, Cl, O. The product is CC(C)N1C(=O)CN(C)C1=O. Reaction SMILES: [CH:1]([CH3:2])([CH3:3])[NH:4][C:5]([N:6]([CH3:7])[CH2:8][C:9](=[O:10])[OH:11])=[O:12].[ClH:14].[OH2:13]>>[CH:1]([CH3:2])([CH3:3])[N:4]1[C:5](=[O:12])[N:6]([CH3:7])[CH2:8][C:9]1=[O:10]. The reactants are FC(C(F)(F)Cl)(Cl)Cl (1,2,2-Trifluorotrichloroethane), FC(C(F)(F)Cl)(Cl)Cl (1,2,2-trifluorotrichloroethane), FC1(OC2=C(O1)C=CC=C2)F (2,2-Difluorobenzo[d][1,3]dioxole), C(CCC)[Li] (n-Butyllithium). Solvent: O1CCCC1 (tetrahydrofuran), O1CCCC1 (tetrahydrofuran). Run at temperature -78 celsius, time 1 hour. Product: ClC1=CC=CC=2OC(OC21)(F)F (4-Chloro-2,2-difluorobenzo[d][1,3]dioxole). The yield is 74.9%. Reaction SMILES: [F:1][C:2]1([F:11])[O:6][C:5]2[CH:7]=[CH:8][CH:9]=[CH:10][C:4]=2[O:3]1.C([Li])CCC.FC(Cl)(Cl)C([Cl:22])(F)F>O1CCCC1>[Cl:22][C:10]1[C:4]2[O:3][C:2]([F:1])([F:11])[O:6][C:5]=2[CH:7]=[CH:8][CH:9]=1. Reported procedure: 2,2-Difluorobenzo[d][1,3]dioxole (6.3 g, 39.8 mmol) was dissolved in tetrahydrofuran (66 mL) and cooled to −78° C. n-Butyllithium (2.5 M solution in hexanes; 16.74 mL, 41.8 mmol) was added dropwise, keeping the temperature below −70° C. The reaction mixture was then stirred at −78° C. for 1 h to ensure complete deprotonation. 1,2,2-Trifluorotrichloroethane (14.93 g, 80 mmol) was dissolved in tetrahydrofuran (33 mL) and cooled to −65° C. The lithiate was transferred via cannula into the solution ... Reactants: Cl.FC=1C=C(COC2=CC3=C(CCNCC3)C=C2)C=CC1 (7-(3-fluoro-benzyloxy)-2,3,4,5-tetrahydro-1H-benzo[d]azepine hydrochloride), COCC(=O)Cl (methoxy-acetic acid chloride), C(C)N(C(C)C)C(C)C (N-ethyl-diisopropylamine). Yields the product FC=1C=C(COC2=CC3=C(CCN(CC3)C(COC)=O)C=C2)C=CC1 (1-[7-(3-Fluoro-benzyloxy)-1,2,4,5-tetrahydro-benzo[d]azepin-3-yl]-2-methoxy-ethanone). Isolated yield 98.0%. Reaction SMILES: Cl.[F:2][C:3]1[CH:4]=[C:5]([CH:19]=[CH:20][CH:21]=1)[CH2:6][O:7][C:8]1[CH:18]=[CH:17][C:11]2[CH2:12][CH2:13][NH:14][CH2:15][CH2:16][C:10]=2[CH:9]=1.[CH3:22][O:23][CH2:24][C:25](Cl)=[O:26].C(N(C(C)C)C(C)C)C>>[F:2][C:3]1[CH:4]=[C:5]([CH:19]=[CH:20][CH:21]=1)[CH2:6][O:7][C:8]1[CH:18]=[CH:17][C:11]2[CH2:12][CH2:13][N:14]([C:25](=[O:26])[CH2:24][O:23][CH3:22])[CH2:15][CH2:16][C:10]=2[CH:9]=1 |f:0.1|. Reported procedure: The title compound was prepared in analogy to Example 1 d) from 7-(3-fluoro-benzyloxy)-2,3,4,5-tetrahydro-1H-benzo[d]azepine hydrochloride [Example 1c)] and methoxy-acetic acid chloride with N-ethyl-diisopropylamine as the base. Yield: 98% of theory as a colourless oil; MS: m/e=344 (M+H)+.